From a dataset of the Open Reaction Database (ORD), a public repository of structured organic reaction records. describe an organic reaction: reactants, conditions, products, and yield Starting materials: ClC=1N=NC=C(C1NC(C)C)Cl (3,5-dichloro-4-(1-methylethyl)aminopyridazine), N1CCNCC1 (piperazine), Cl (hydrochloric acid). Run in C=1(C(=CC=CC1)C)C (xylene). The product is ClC=1C(=C(N=NC1)N1CCNCC1)NC(C)C (1-[5-Chloro-4-(1-methylethyl)amino-3-pyridazinyl]piperazine). RXN SMILES: Cl[C:2]1[N:3]=[N:4][CH:5]=[C:6]([Cl:12])[C:7]=1[NH:8][CH:9]([CH3:11])[CH3:10].[NH:13]1[CH2:18][CH2:17][NH:16][CH2:15][CH2:14]1.Cl>C1(C)C(C)=CC=CC=1>[Cl:12][C:6]1[C:7]([NH:8][CH:9]([CH3:11])[CH3:10])=[C:2]([N:13]2[CH2:18][CH2:17][NH:16][CH2:15][CH2:14]2)[N:3]=[N:4][CH:5]=1. Procedure details: A mixture of 3,5-dichloro-4-(1-methylethyl)aminopyridazine (PREPARATION 31, 1.77 g) and piperazine (2.96 g) in xylene (18 ml) is refluxed for 40 hr. The mixture is cooled and then treated with concentrated hydrochloric acid (8 ml). After further cooling, a precipitate forms and the organic liquid is separated. The aqueous phase is diluted with an excess of a solution of aqueous sodium hydroxide (10%) and then is extracted with chloroform (3×). The combined organic extracts are washed with water,... Reactants: [Si](C1=CC=CC=C1)(C1=CC=CC=C1)(C(C)(C)C)OC1=CC=C(OC[C@H](CNCCOC2=CC=C(NC3CCN(CC3)C(=O)NCCCCCCCC)C=C2)O)C=C1 (4-[4-(2-{[(2S)-3-(4-{[tert-Butyl(diphenyl)silyl]oxy}phenoxy)-2-hydroxy-propyl]amino]ethoxy)anilino]-N-octyl-1-piperidinecarboxamide). Run in C(Cl)(Cl)Cl.CO (chloroform methanol). Product: C(CCCCCCC)NC(=O)N1CCC(CC1)NC1=CC=C(C=C1)OCCNC[C@@H](COC1=CC=C(C=C1)O)O (4-(4-[2-[(2S)-2-Hydroxy-3-(4-hydroxy-phenoxy)-propylamino]-ethoxy}-phenylamino)-piperidine-1-carboxylic acid octylamide). Yield: 54.6%. Reaction SMILES: [Si]([O:18][C:19]1[CH:57]=[CH:56][C:22]([O:23][CH2:24][C@@H:25]([OH:55])[CH2:26][NH:27][CH2:28][CH2:29][O:30][C:31]2[CH:54]=[CH:53][C:34]([NH:35][CH:36]3[CH2:41][CH2:40][N:39]([C:42]([NH:44][CH2:45][CH2:46][CH2:47][CH2:48][CH2:49][CH2:50][CH2:51][CH3:52])=[O:43])[CH2:38][CH2:37]3)=[CH:33][CH:32]=2)=[CH:21][CH:20]=1)(C(C)(C)C)(C1C=CC=CC=1)C1C=CC=CC=1>C(Cl)(Cl)Cl.CO>[CH2:45]([NH:44][C:42]([N:39]1[CH2:40][CH2:41][CH:36]([NH:35][C:34]2[CH:53]=[CH:54][C:31]([O:30][CH2:29][CH2:28][NH:27][CH2:26][C@H:25]([OH:55])[CH2:24][O:23][C:22]3[CH:21]=[CH:20][C:19]([OH:18])=[CH:57][CH:56]=3)=[CH:32][CH:33]=2)[CH2:37][CH2:38]1)=[O:43])[CH2:46][CH2:47][CH2:48][CH2:49][CH2:50][CH2:51][CH3:52] |f:1.2|. Procedure details: 4-[4-(2-{[(2S)-3-(4-{[tert-Butyl(diphenyl)silyl]oxy}phenoxy)-2-hydroxy-propyl]amino]ethoxy)anilino]-N-octyl-1-piperidinecarboxamide (0.30 g, 0.377 mmol) was reacted according to Procedure H (eluant: 10:1 chloroform-methanol) to give the title compound (0.115 g, 0.206 mmol). The reactants are O=C(NC1CCC(C(=O)N2Cc3ccc(CO)cc3C2)CC1)OCc1ccccc1, ClC(Cl)Cl. Yields the product O=Cc1ccc2c(c1)CN(C(=O)C1CCC(NC(=O)OCc3ccccc3)CC1)C2. As a reaction SMILES: [CH2:1]([c:2]1[cH:3][cH:4][cH:5][cH:6][cH:7]1)[O:8][C:9](=[O:10])[NH:11][CH:12]1[CH2:13][CH2:14][CH:15]([C:18](=[O:19])[N:20]2[CH2:21][c:22]3[cH:23][cH:24][c:25]([CH2:29][OH:30])[cH:26][c:27]3[CH2:28]2)[CH2:16][CH2:17]1.[CH:31]([Cl:32])([Cl:33])[Cl:34]>>[CH2:1]([c:2]1[cH:3][cH:4][cH:5][cH:6][cH:7]1)[O:8][C:9](=[O:10])[NH:11][CH:12]1[CH2:13][CH2:14][CH:15]([C:18](=[O:19])[N:20]2[CH2:21][c:22]3[cH:23][cH:24][c:25]([CH:29]=[O:30])[cH:26][c:27]3[CH2:28]2)[CH2:16][CH2:17]1. Reactants: [K+].C(#N)[C@H](CC(=O)[O-])CC(C)C ((S)-3-cyano-5-methyl-hexanoic acid potassium salt), [K+].C(#N)[C@H](CC(=O)[O-])CC(C)C ((S)-3-cyano-5-methyl-hexanoic acid potassium salt), mixture. Reagents/catalysts: [Ni] (Raney nickel). The solvent is O (water). Run at temperature 70 celsius, time 6 hour. Product: CC(C)C[C@@H](CC(=O)O)CN (pregabalin). As a reaction SMILES: [K+].[C:2]([C@@H:4]([CH2:9][CH:10]([CH3:12])[CH3:11])[CH2:5][C:6]([O-:8])=[O:7])#[N:3]>[Ni].O>[CH3:12][CH:10]([CH2:9][C@H:4]([CH2:2][NH2:3])[CH2:5][C:6]([OH:8])=[O:7])[CH3:11] |f:0.1|. Procedure: A hydrogenator (12000 L) is charged with water (942.1 L) and with the reaction mixture from Example 12, which contains (S)-3-cyano-5-methyl-hexanoic acid potassium salt (Formula 26, 4122.9 L). A Raney nickel suspension (219.6 kg, 50% w/w in H2O) is added. The hydrogenation is conducted under 50 psig at 35° C. After 6 h, the Raney nickel is filtered and the resulting filtrate is transferred to a reactor (16000 L) for crystallization. After adding H2O (1098 L), the pH of the solution is adjusted t... Reactants: NC1=CC=C(C=C1)N1C2=C(NC(CC1=O)=O)C1=CC=CC=C1C=C2 (5-(4-aminophenyl)-1H-naphtho[1,2-b][1,4]diazepine-2,4(3H,5H)-dione), ClC1=CC=C(CS(=O)(=O)Cl)C=C1 (4-chlorobenzylsulfonyl chloride). Yields the product ClC1=CC=C(C=C1)CS(=O)(=O)NC1=CC=C(C=C1)N1C2=C(NC(CC1=O)=O)C1=CC=CC=C1C=C2 (1-(4-Chlorophenyl)-N-[4-(2,4-dioxo-1,2,3,4-tetrahydronaphtho[1,2-b][1,4]diazepin-5-yl)phenyl]methanesulfonamide). The yield is 56.0%. As a reaction SMILES: [NH2:1][C:2]1[CH:7]=[CH:6][C:5]([N:8]2[C:14](=[O:15])[CH2:13][C:12](=[O:16])[NH:11][C:10]3[C:17]4[C:22]([CH:23]=[CH:24][C:9]2=3)=[CH:21][CH:20]=[CH:19][CH:18]=4)=[CH:4][CH:3]=1.[Cl:25][C:26]1[CH:36]=[CH:35][C:29]([CH2:30][S:31](Cl)(=[O:33])=[O:32])=[CH:28][CH:27]=1>>[Cl:25][C:26]1[CH:27]=[CH:28][C:29]([CH2:30][S:31]([NH:1][C:2]2[CH:7]=[CH:6][C:5]([N:8]3[C:14](=[O:15])[CH2:13][C:12](=[O:16])[NH:11][C:10]4[C:17]5[C:22]([CH:23]=[CH:24][C:9]3=4)=[CH:21][CH:20]=[CH:19][CH:18]=5)=[CH:4][CH:3]=2)(=[O:33])=[O:32])=[CH:35][CH:36]=1. Reported procedure: By using 5-(4-aminophenyl)-1H-naphtho[1,2-b][1,4]diazepine-2,4(3H,5H)-dione obtained in Example 1, (3), and 4-chlorobenzylsulfonyl chloride, the title compound (yield 56%) was obtained in the same manner as that of Example 145.